describe an organic reaction: reactants, conditions, products, and yield From a dataset of the Open Reaction Database (ORD), a public repository of structured organic reaction records. Run at time 2 hour. Solvent: CN(C=O)C (N,N-dimethylformamide), C(C)(=O)OCC (ethyl acetate), C(C)#N (acetonitrile), C(C)(=O)OCC (ethyl acetate). Isolated yield 69.4%. The product is C(C)[Si](O[C@@H](CC)[C@@H]1C(N[C@@H]1CC(=S)C1=CC=CC=C1)=O)(CC)CC ((3R,4R)-3-[(S)-1-(triethylsilyloxy)propyl]-4-phenylthiocarbonylmethyl-2-azetidinone). The reactants are N1C=NC=C1 (Imidazole), C(C)[Si](CC)(CC)Cl (triethylsilyl chloride), [H][H] (hydrogen), [Si](C)(C)(C(C)(C)C)O[C@@H](CC)[C@@H]1C(N[C@@H]1CC(=S)C1=CC=CC=C1)=O ((3R,4R)-3-[(S)-1-(tert-butyldimethylsilyloxy)propyl]-4-phenylthiocarbonylmethyl-2-azetidinone). RXN SMILES: [H][H].[Si]([O:10][C@H:11]([C@H:14]1[C@@H:17]([CH2:18][C:19]([C:21]2[CH:26]=[CH:25][CH:24]=[CH:23][CH:22]=2)=[S:20])[NH:16][C:15]1=[O:27])[CH2:12][CH3:13])(C(C)(C)C)(C)C.N1C=CN=C1.[CH2:33]([Si:35](Cl)([CH2:38][CH3:39])[CH2:36][CH3:37])[CH3:34]>C(#N)C.C(OCC)(=O)C.CN(C)C=O>[CH2:33]([Si:35]([CH2:38][CH3:39])([CH2:36][CH3:37])[O:10][C@H:11]([C@H:14]1[C@@H:17]([CH2:18][C:19]([C:21]2[CH:22]=[CH:23][CH:24]=[CH:25][CH:26]=2)=[S:20])[NH:16][C:15]1=[O:27])[CH2:12][CH3:13])[CH3:34]. Procedure: An aqueous solution of hydrogen fluroride (46%, 2.53 ml) was added to a solution of the compound (2.29 g, 5.8 mmol) prepared in Example 7 in acetonitrile (40 ml) at room temperature in an argon atmosphere. After stirring for two hours at this temperature, the mixture was diluted with ethyl acetate, washed with a saturated aqueous solution of sodium hydrogencarbonate and saturated brine in this order, and dried over anhydrous sodium sulfate. The solvent was evaporated under reduced pressure to ob...